From a dataset of the Open Reaction Database (ORD), a public repository of structured organic reaction records. describe an organic reaction: reactants, conditions, products, and yield The reactants are C1CCOC1, [Li+], CCCCCN1C(=O)C(CC(=O)OC)(c2ccc3c(c2)OCO3)c2ccccc21, [OH-], O, O. The product is CCCCCN1C(=O)C(CC(=O)O)(c2ccc3c(c2)OCO3)c2ccccc21. RXN SMILES: [CH2:33]1[O:34][CH2:35][CH2:36][CH2:37]1.[Li+:32].[O:1]1[CH2:2][O:3][c:4]2[c:5]1[cH:6][cH:7][c:8]([C:10]1([CH2:25][C:26](=[O:27])[O:28][CH3:29])[C:11](=[O:24])[N:12]([CH2:19][CH2:20][CH2:21][CH2:22][CH3:23])[c:13]3[cH:14][cH:15][cH:16][cH:17][c:18]31)[cH:9]2.[OH-:31].[OH2:30].[OH2:38]>>[O:1]1[CH2:2][O:3][c:4]2[c:5]1[cH:6][cH:7][c:8]([C:10]1([CH2:25][C:26](=[O:27])[OH:28])[C:11](=[O:24])[N:12]([CH2:19][CH2:20][CH2:21][CH2:22][CH3:23])[c:13]3[cH:14][cH:15][cH:16][cH:17][c:18]31)[cH:9]2. The reactants are C=1C=CC2=C(C1)C(=NS2)N3CCN(CC3)CCC=4C=C5C(=CC4Cl)NC(=O)C5 (ziprasidone), C=1C=CC2=C(C1)C(=NS2)N3CCNCC3.Cl (BITP HCl), C(=O)([O-])[O-].[Na+].[Na+] (Na2CO3), [O-]S(=O)(=O)[O-].[Na+].[Na+] (Na2SO4). Run in O (water). Product: O.C(=O)([O-])[O-].[Na+].[Na+].[O-]S(=O)(=O)[O-].[Na+].[Na+] (Water Na2CO3 Na2SO4). Reaction SMILES: C1C=CC2SN=C(N3CCNCC3)C=2C=1.Cl.[C:17]([O-:20])([O-:19])=[O:18].[Na+:21].[Na+].[O-:23][S:24]([O-:27])(=[O:26])=[O:25].[Na+].[Na+].C1C=CC2SN=C(N3CCN(CCC4C=C5CC(=O)NC5=CC=4Cl)CC3)C=2C=1>O>[OH2:18].[C:17]([O-:20])([O-:19])=[O:18].[Na+:21].[Na+:21].[O-:26][S:24]([O-:27])(=[O:25])=[O:23].[Na+:21].[Na+:21] |f:0.1,2.3.4,5.6.7,10.11.12.13.14.15.16|. Reported procedure: In a three necked flask was charged BITP HCl (10 g), CEI (10.35 g) Na2CO3 (14.1 g), Na2SO4 (40 g) and water (50.7 g) and the reaction mixture was heated at reflux for 9 hours. After 9 hours reflux, the ziprasidone peak is 71% area from the reaction mixture.